From a dataset of the Open Reaction Database (ORD), a public repository of structured organic reaction records. describe an organic reaction: reactants, conditions, products, and yield The reactants are C(C)OC(C)OCC#C (1-(1-ethoxyethoxy)-2-propyne), C(CCC)[Li] (n-butyllithium), OC1=CC=C(C=O)C=C1 (4-hydroxybenzaldehyde), [Cl-].[NH4+] (ammonium chloride). Solvent: O1CCCC1 (tetrahydrofuran), O1CCCC1 (tetrahydrofuran). Conditions: time 30 minute. The product is C(C)OC(C)OCC#CC(O)C1=CC=C(C=C1)O (4-(1-ethoxyethoxy)-(4-hydroxyphenyl)-2-butyn-1-ol). RXN SMILES: [CH2:1]([O:3][CH:4]([O:6][CH2:7][C:8]#[CH:9])[CH3:5])[CH3:2].C([Li])CCC.[OH:15][C:16]1[CH:23]=[CH:22][C:19]([CH:20]=[O:21])=[CH:18][CH:17]=1.[Cl-].[NH4+]>O1CCCC1>[CH2:1]([O:3][CH:4]([O:6][CH2:7][C:8]#[C:9][CH:20]([C:19]1[CH:22]=[CH:23][C:16]([OH:15])=[CH:17][CH:18]=1)[OH:21])[CH3:5])[CH3:2] |f:3.4|. Procedure details: A solution of 16 g (124.8 mmol) of 1-(1-ethoxyethoxy)-2-propyne in 270 ml of tetrahydrofuran was treated at -78° under argon with 78 ml of n-butyllithium (1.6 M in hexane). The mixture was stirred at -40° for 30 minutes and then a solution 7.62 g (62.4 mmol) of 4-hydroxybenzaldehyde in 53 ml of tetrahydrofuran was added within 10 minutes. The reaction mixture was warmed to 0°, stirred at 0° for a further 1 hour and then treated with 100 ml of saturated ammonium chloride solution. The aqueous pha... Starting materials: C([O-])([O-])=O.[Na+].[Na+] (sodium carbonate), resultant mixture, aqueous solution, SC=1C=CC=2N(N1)C=NN2 (6-Mercapto-1,2,4-triazolo[4,3-b]pyridazine), C(C)(C)(C)OC(=O)CON=C(C(=O)NC1[C@@H]2N(C(=C(CS2)CCl)C(=O)OC(C2=CC=CC=C2)C2=CC=CC=C2)C1=O)C=1N=CSC1 (benzhydryl 7-[2-t-butoxycarbonylmethoxyimino-2-(4-thiazolyl)acetamido]-3-chloromethyl-3-cephem-4-carboxylate), [I-].[Na+] (sodium iodide). Solvent: O (water), C(C)(=O)OCC (ethyl acetate), CN(C=O)C (N,N-dimethylformamide). Conditions: time 2 hour. The product is C(C)(C)(C)OC(=O)CON=C(C(=O)NC1[C@@H]2N(C(=C(CS2)CSC=2C=CC=3N(N2)C=NN3)C(=O)OC(C3=CC=CC=C3)C3=CC=CC=C3)C1=O)C=1N=CSC1 (benzhydryl 7-[2-t-butoxycarbonylmethoxyimino-2-(4-thiazolyl)acetamido]-3-(1,2,4-triazolo[4,3-b]pyridazin-6-yl)thiomethyl-3-cephem-4-carboxylate). The yield is 20.5%. Reaction SMILES: [SH:1][C:2]1[CH:3]=[CH:4][C:5]2[N:6]([CH:8]=[N:9][N:10]=2)[N:7]=1.[C:11]([O:15][C:16]([CH2:18][O:19][N:20]=[C:21]([C:52]1[N:53]=[CH:54][S:55][CH:56]=1)[C:22]([NH:24][CH:25]1[C:50](=[O:51])[N:27]2[C:28]([C:34]([O:36][CH:37]([C:44]3[CH:49]=[CH:48][CH:47]=[CH:46][CH:45]=3)[C:38]3[CH:43]=[CH:42][CH:41]=[CH:40][CH:39]=3)=[O:35])=[C:29]([CH2:32]Cl)[CH2:30][S:31][C@H:26]12)=[O:23])=[O:17])([CH3:14])([CH3:13])[CH3:12].[I-].[Na+].C(=O)([O-])[O-].[Na+].[Na+]>CN(C)C=O.O.C(OCC)(=O)C>[C:11]([O:15][C:16]([CH2:18][O:19][N:20]=[C:21]([C:52]1[N:53]=[CH:54][S:55][CH:56]=1)[C:22]([NH:24][CH:25]1[C:50](=[O:51])[N:27]2[C:28]([C:34]([O:36][CH:37]([C:38]3[CH:39]=[CH:40][CH:41]=[CH:42][CH:43]=3)[C:44]3[CH:45]=[CH:46][CH:47]=[CH:48][CH:49]=3)=[O:35])=[C:29]([CH2:32][S:1][C:2]3[CH:3]=[CH:4][C:5]4[N:6]([CH:8]=[N:9][N:10]=4)[N:7]=3)[CH2:30][S:31][C@H:26]12)=[O:23])=[O:17])([CH3:12])([CH3:13])[CH3:14] |f:2.3,4.5.6|. Reported procedure: 6-Mercapto-1,2,4-triazolo[4,3-b]pyridazine (4.7 g) was added to a stirred suspension of benzhydryl 7-[2-t-butoxycarbonylmethoxyimino-2-(4-thiazolyl)acetamido]-3-chloromethyl-3-cephem-4-carboxylate (syn isomer) (5.0 g) and sodium iodide (4.6 g) in N,N-dimethylformamide (35 ml) and the mixture was stirred for 2 hours at ambient temperature. To the reaction mixture was added a mixture of ethyl acetate and water and then the resultant mixture was adjusted to pH 7.5 with 20% aqueous solution of sodiu... Reactants: BrC(C1=NC=CN=C1C(Br)Br)Br (2,3-bis-dibromomethyl-pyrazine), C(\C=C/C(=O)OCC)(=O)OCC (diethyl maleate), [Na+].[I-] (NaI). Run in CN(C)C=O (DMF). Reaction conditions: temperature 80 celsius. The product is C(C)OC(=O)C=1C=C2N=CC=NC2=CC1C(=O)OCC (quinoxaline-6,7-dicarboxylic acid diethyl ester). Yield: 36.9%. As a reaction SMILES: Br[CH:2](Br)[C:3]1[C:8]([CH:9](Br)Br)=[N:7][CH:6]=[CH:5][N:4]=1.[C:13]([O:22][CH2:23][CH3:24])(=[O:21])/[CH:14]=[CH:15]\[C:16]([O:18][CH2:19][CH3:20])=[O:17].[Na+].[I-]>CN(C=O)C>[CH2:23]([O:22][C:13]([C:14]1[CH:2]=[C:3]2[C:8](=[CH:9][C:15]=1[C:16]([O:18][CH2:19][CH3:20])=[O:17])[N:7]=[CH:6][CH:5]=[N:4]2)=[O:21])[CH3:24] |f:2.3|. Procedure: To a solution of 38.0 g (90.0 mmol) 2,3-bis-dibromomethyl-pyrazine and 70.0 g (400 mmol) diethyl maleate in 450 ml DMF is added 40.0 g (270.0 mmol) NaI and the mixture is heated at a temperature of 80° C. during 20 hours. After evaporation of the solvent, the residue is dissolved in 1000 ml t-butyl-methyl ether and washed with a 5% sodium thiosulfate solution and water (5 times). Evaporation of the solvent and purification of the residue with flash-chromatography yielded 9.1 g dark oil (37%). 1H... The reactants are CCO, CCOC(=O)CNc1c(F)cc(F)c2oc(-c3ccc(N)c(F)c3)cc(=O)c12, [Na+], [OH-]. Yields the product Nc1ccc(-c2cc(=O)c3c(NCC(=O)O)c(F)cc(F)c3o2)cc1F. RXN SMILES: [CH3:31][CH2:32][OH:33].[NH2:1][c:2]1[c:3]([F:28])[cH:4][c:5](-[c:8]2[o:9][c:10]3[c:11]([c:12](=[O:14])[cH:13]2)[c:15]([NH:21][CH2:22][C:23](=[O:24])[O:25][CH2:26][CH3:27])[c:16]([F:20])[cH:17][c:18]3[F:19])[cH:6][cH:7]1.[Na+:30].[OH-:29]>>[NH2:1][c:2]1[c:3]([F:28])[cH:4][c:5](-[c:8]2[o:9][c:10]3[c:11]([c:12](=[O:14])[cH:13]2)[c:15]([NH:21][CH2:22][C:23](=[O:24])[OH:25])[c:16]([F:20])[cH:17][c:18]3[F:19])[cH:6][cH:7]1. Starting materials: O1CCCC1 (tetrahydrofuran), C[Mg]Br (methylmagnesium bromide), C(C)(=O)C12CCC(CC1)C2 (acetyl norbornane). The solvent is C(C)OCC (ethyl ether). Product: C(C)(C)=C1C2CCC(C1)C2 (isopropylidene norbornane). Reaction SMILES: O1C[CH2:4][CH2:3][CH2:2]1.C[Mg]Br.C([C:12]12[CH2:18][CH:15]([CH2:16][CH2:17]1)[CH2:14][CH2:13]2)(=O)C>C(OCC)C>[C:3](=[C:14]1[CH2:13][CH:12]2[CH2:18][CH:15]1[CH2:16][CH2:17]2)([CH3:4])[CH3:2]. Procedure details: Next, 1 L of tetrahydrofuran solution (concentration: approximately 2 mols/liter) of methylmagnesium bromide was placed in a three-liter four-necked flask, and the mixture of 260 g of acetyl norbornane obtained above and 500 ml of ethyl ether was added dropwise while stirred. After completion of the reaction, the reaction mixture was post treated by the ordinary method, and distilled, to obtain 210 g of isopropylidene norbornane with a purity of 90%. Starting materials: C(C)(C)(C)C1=NN(C(=C1)N=C=O)C1=CC=CC=C1 (3-tert-butyl-5-isocyanato-1-phenyl-1H-pyrazole), NC1=C(C=C(OC2=CC=NC=3N=C(C(NC32)=O)C)C=C1)F (8-(4-Amino-3-fluorophenoxy)-3-methylpyrido[2,3-b]pyrazin-2(1H)-one). The product is C(C)(C)(C)C1=NN(C(=C1)NC(=O)NC1=C(C=C(C=C1)OC1=CC=NC=2N=C(C(NC21)=O)C)F)C2=CC=CC=C2 (1-(3-Tert-butyl-1-phenyl-1H-pyrazol-5-yl)-3-(2-fluoro-4-(3-methyl-2-oxo-1,2-dihydropyrido[2,3-b]pyrazin-8-yloxy)phenyl)urea). As a reaction SMILES: [C:1]([C:5]1[CH:9]=[C:8]([N:10]=[C:11]=[O:12])[N:7]([C:13]2[CH:18]=[CH:17][CH:16]=[CH:15][CH:14]=2)[N:6]=1)([CH3:4])([CH3:3])[CH3:2].[NH2:19][C:20]1[CH:38]=[CH:37][C:23]([O:24][C:25]2[C:34]3[NH:33][C:32](=[O:35])[C:31]([CH3:36])=[N:30][C:29]=3[N:28]=[CH:27][CH:26]=2)=[CH:22][C:21]=1[F:39]>>[C:1]([C:5]1[CH:9]=[C:8]([NH:10][C:11]([NH:19][C:20]2[CH:38]=[CH:37][C:23]([O:24][C:25]3[C:34]4[NH:33][C:32](=[O:35])[C:31]([CH3:36])=[N:30][C:29]=4[N:28]=[CH:27][CH:26]=3)=[CH:22][C:21]=2[F:39])=[O:12])[N:7]([C:13]2[CH:18]=[CH:17][CH:16]=[CH:15][CH:14]=2)[N:6]=1)([CH3:4])([CH3:2])[CH3:3]. Reported procedure: Method F3 was used with 3-tert-butyl-5-isocyanato-1-phenyl-1H-pyrazole and 8-(4-Amino-3-fluorophenoxy)-3-methylpyrido[2,3-b]pyrazin-2(1H)-one. Reactants: C[C@]1(CN(CC1)[C@H](C(F)(F)F)C=1C=CC=2N(C1)C(=NN2)C2=NC1=CC(=CC=C1C=C2)OCCOC)NC(OC(C)(C)C)=O (tert-butyl (S)-3-methyl-1-((S)-2,2,2-trifluoro-1-(3-(7-(2-methoxyethoxy)quinolin-2-yl)-[1,2,4]triazolo[4,3-a]pyridin-6-yl)ethyl)pyrrolidin-3-ylcarbamate), O.O.O.[F-].C(CCC)[N+](CCCC)(CCCC)CCCC (tetrabutylammonium fluoride trihydrate). The solvent is C1CCOC1 (THF). Reaction conditions: time 2 hour. Yields the product FC([C@@H](C=1C=CC=2N(C1)C(=NN2)C2=NC1=CC(=C(C=C1C=C2)F)OCCO)N2C[C@H](CC2)NC(OC(C)(C)C)=O)(F)F (tert-butyl (S)-1-((R)-2,2,2-trifluoro-1-(3-(6-fluoro-7-(2-hydroxyethoxy)quinolin-2-yl)-[1,2,4]triazolo[4,3-a]pyridin-6-yl)ethyl)pyrrolidin-3-ylcarbamate). Yield: 88.2%. As a reaction SMILES: C[C@:2]1([NH:36][C:37](=[O:43])[O:38][C:39]([CH3:42])([CH3:41])[CH3:40])[CH2:6][CH2:5][N:4]([C@@H:7]([C:12]2[CH:13]=[CH:14][C:15]3[N:16]([C:18]([C:21]4[CH:30]=[CH:29][C:28]5[C:23](=[CH:24][C:25]([O:31][CH2:32][CH2:33][O:34]C)=[CH:26][CH:27]=5)[N:22]=4)=[N:19][N:20]=3)[CH:17]=2)[C:8]([F:11])([F:10])[F:9])[CH2:3]1.O.O.O.[F-:47].C([N+](CCCC)(CCCC)CCCC)CCC>C1COCC1>[F:9][C:8]([F:11])([F:10])[C@H:7]([N:4]1[CH2:5][CH2:6][C@H:2]([NH:36][C:37](=[O:43])[O:38][C:39]([CH3:42])([CH3:41])[CH3:40])[CH2:3]1)[C:12]1[CH:13]=[CH:14][C:15]2[N:16]([C:18]([C:21]3[CH:30]=[CH:29][C:28]4[C:23](=[CH:24][C:25]([O:31][CH2:32][CH2:33][OH:34])=[C:26]([F:47])[CH:27]=4)[N:22]=3)=[N:19][N:20]=2)[CH:17]=1 |f:1.2.3.4.5|. Reported procedure: To a stirred solution of tert-butyl (S)-3-methyl-1-((S)-2,2,2-trifluoro-1-(3-(7-(2-methoxyethoxy)quinolin-2-yl)-[1,2,4]triazolo[4,3-a]pyridin-6-yl)ethyl)pyrrolidin-3-ylcarbamate (1.37 g, 1.94 mmol) in THF (100 mL) was added tetrabutylammonium fluoride trihydrate (1.84 g, 5.83 mmol). The reaction mixture was stirred at ambient temperature for 2 hours. The mixture was partitioned between saturated aqueous NH4Cl solution and EtOAc. The aqueous layer was extracted with EtOAc. The combined organic la... The reactants are O=C(Cc1ccc(Cl)cc1)N1C(=O)OCC1Cc1ccccc1, Cc1ccccc1, COCN(Cc1ccc(OC)cc1OC)C(=O)OC(C)(C)C, CCN(C(C)C)C(C)C, ClCCl. The product is COc1ccc(CN(CC(C(=O)N2C(=O)OCC2Cc2ccccc2)c2ccc(Cl)cc2)C(=O)OC(C)(C)C)c(OC)c1. Reaction SMILES: [CH2:1]([c:2]1[cH:3][cH:4][cH:5][cH:6][cH:7]1)[CH:8]1[N:9]([C:14]([CH2:15][c:16]2[cH:17][cH:18][c:19]([Cl:22])[cH:20][cH:21]2)=[O:23])[C:10](=[O:13])[O:11][CH2:12]1.[CH3:24][c:25]1[cH:26][cH:27][cH:28][cH:29][cH:30]1.[CH3:40][O:41][c:42]1[c:43]([CH2:44][N:45]([C:46]([O:47][C:48]([CH3:49])([CH3:50])[CH3:51])=[O:52])[CH2:53][O:54][CH3:55])[cH:56][cH:57][c:58]([O:60][CH3:61])[cH:59]1.[CH:31]([N:32]([CH2:33][CH3:34])[CH:35]([CH3:36])[CH3:37])([CH3:38])[CH3:39].[Cl:62][CH2:63][Cl:64]>>[CH2:1]([c:2]1[cH:3][cH:4][cH:5][cH:6][cH:7]1)[CH:8]1[N:9]([C:14]([CH:15]([c:16]2[cH:17][cH:18][c:19]([Cl:22])[cH:20][cH:21]2)[CH2:53][N:45]([CH2:44][c:43]2[c:42]([O:41][CH3:40])[cH:59][c:58]([O:60][CH3:61])[cH:57][cH:56]2)[C:46]([O:47][C:48]([CH3:49])([CH3:50])[CH3:51])=[O:52])=[O:23])[C:10](=[O:13])[O:11][CH2:12]1.